From a dataset of the Open Reaction Database (ORD), a public repository of structured organic reaction records. describe an organic reaction: reactants, conditions, products, and yield Reactants: N[C@@H](CC(=O)O)CC ((R)-3-Aminovaleric acid), BrC1=CC=C(C=C1)C(F)(F)F (1-bromo-4-trifluoromethylbenzene), C([O-])([O-])=O.[K+].[K+] (potassium carbonate), Cl (hydrochloric acid). Reagents/catalysts: [Cu](I)I (copper iodide). Run in C1(=CC=CC=C1)C (toluene), O (water), CS(=O)C (dimethylsulfoxide). Reaction conditions: temperature 110 celsius, time 48 hour. Yields the product FC(C1=CC=C(C=C1)N[C@@H](CC(=O)O)CC)(F)F ((R)-3-(4-Trifluoromethyl-phenylamino)-valeric acid). RXN SMILES: [NH2:1][C@H:2]([CH2:7][CH3:8])[CH2:3][C:4]([OH:6])=[O:5].Br[C:10]1[CH:15]=[CH:14][C:13]([C:16]([F:19])([F:18])[F:17])=[CH:12][CH:11]=1.C(=O)([O-])[O-].[K+].[K+].Cl>[Cu](I)I.C1(C)C=CC=CC=1.O.CS(C)=O>[F:17][C:16]([F:19])([F:18])[C:13]1[CH:14]=[CH:15][C:10]([NH:1][C@H:2]([CH2:7][CH3:8])[CH2:3][C:4]([OH:6])=[O:5])=[CH:11][CH:12]=1 |f:2.3.4|. Procedure details: (R)-3-Aminovaleric acid (12 kg), 1-bromo-4-trifluoromethylbenzene (34.6 kg), copper iodide (3.9 kg) and potassium carbonate (28.3 kg) were added to dimethylsulfoxide (120 liter), and the mixture was sealed under nitrogen atmosphere and stirred at 100-120° C. for 48 hours. After the reaction mixture was cooled, water (120 liter) and toluene (120 liter) were added, the value of the pH was adjusted to below 3 with addition of hydrochloric acid and the solution was separated. The aqueous layer was e...